Dataset: the Open Reaction Database (ORD), a public repository of structured organic reaction records. Task: describe an organic reaction: reactants, conditions, products, and yield Starting materials: C1(CCCCC1)N=C=NC1CCCCC1 (dicyclohexyl carbodiimide), CCCCC(C(=O)O)NC(=O)OC(C)(C)C.C1CCC(CC1)NC2CCCCC2 (BOC--Nle--OH.DCHA), 2, S(O)(O)(=O)=O (sulfuric acid), oily residue, FC1=C(C(=C(C(=C1O)F)F)F)F (pentafluorophenol). Run in O1CCOCC1 (dioxane), CCOCC (ether), C(C)(=O)OCC (ethyl acetate). Reaction conditions: temperature 0 celsius, time 1 hour. Yields the product FC1=C(C(=C(C(=C1OC([C@@H](NC(=O)OC(C)(C)C)CCCC)=O)F)F)F)F (N-tert.-Butoxycarbonyl-L-norleucine pentafluorophenyl ester). Reaction SMILES: [CH3:1][CH2:2][CH2:3][CH2:4][CH:5]([NH:9][C:10]([O:12][C:13]([CH3:16])([CH3:15])[CH3:14])=[O:11])[C:6]([OH:8])=[O:7].C1CCC(NC2CCCCC2)CC1.S(=O)(=O)(O)O.[F:35][C:36]1[C:41](O)=[C:40]([F:43])[C:39]([F:44])=[C:38]([F:45])[C:37]=1[F:46].C1(N=C=NC2CCCCC2)CCCCC1>C(OCC)(=O)C.O1CCOCC1.CCOCC>[F:35][C:36]1[C:41]([O:7][C:6](=[O:8])[C@H:5]([CH2:4][CH2:3][CH2:2][CH3:1])[NH:9][C:10]([O:12][C:13]([CH3:15])([CH3:14])[CH3:16])=[O:11])=[C:40]([F:43])[C:39]([F:44])=[C:38]([F:45])[C:37]=1[F:46] |f:0.1|. Procedure details: 10.0g (24.3 mmoles) of BOC--Nle--OH.DCHA are added to a mixture of 75 ml of ether and 25 ml of 2 n aqueous sulfuric acid, and the mixture is shaken until the dissolution is complete. The phases are separated, and the etheral solution is washed again with 25 ml of 2 n aqueous sulfuric acid and water. The etheral solution is evaporated in vacuo. The resulting 5.44 g of oily residue and 4.42 g (24 mmoles) of pentafluorophenol are dissolved in 30 ml of ethyl acetate, the solution is cooled to 0° C.,... Starting materials: ClC1=NC(=NC(=C1)Cl)N1C(CCCC1(C)C)(C)C (4,6-dichloro-2-(2,2,6,6-tetramethyl-1-piperidinyl) pyrimidine), N1CCCC1 (pyrrolidine). Yields the product ClC1=NC(=NC(=C1)N1CCCC1)N1C(CCCC1(C)C)(C)C (4-chloro-2-(2,2,6,6-tetramethyl-1-piperidinyl)-6-pyrrolidinopyrimidine). Yield: 75.1%. As a reaction SMILES: Cl[C:2]1[CH:7]=[C:6]([Cl:8])[N:5]=[C:4]([N:9]2[C:14]([CH3:16])([CH3:15])[CH2:13][CH2:12][CH2:11][C:10]2([CH3:18])[CH3:17])[N:3]=1.[NH:19]1[CH2:23][CH2:22][CH2:21][CH2:20]1>>[Cl:8][C:6]1[CH:7]=[C:2]([N:19]2[CH2:23][CH2:22][CH2:21][CH2:20]2)[N:3]=[C:4]([N:9]2[C:14]([CH3:16])([CH3:15])[CH2:13][CH2:12][CH2:11][C:10]2([CH3:18])[CH3:17])[N:5]=1. Reported procedure: The reaction of 4,6-dichloro-2-(2,2,6,6-tetramethyl-1-piperidinyl) pyrimidine with pyrrolidine as described in Example 7 gives the title compound in a yield of 75.08%, m.p.:130°-135° C. Reactants: Cl.NCC=1C=CC(=C(C1)C1=NN(C(N1)=O)C1=CC(=C(C(=O)OC)C=C1)OC)Cl (methyl 4-(3-(5-(aminomethyl)-2-chlorophenyl)-5-oxo-4,5-dihydro-1H-1,2,4-triazol-1-yl)-2-methoxybenzoate hydrochloride), CCN(C(C)C)C(C)C (DIPEA), C1(CC1)C(=O)Cl (cyclopropyl carbonyl chloride). Solvent: C1CCOC1 (THF). Reaction conditions: time 3 hour. Yields the product ClC1=C(C=C(C=C1)CNC(=O)C1CC1)C1=NN(C(N1)=O)C1=CC(=C(C(=O)OC)C=C1)OC (methyl 4-(3-(2-chloro-5-(cyclopropanecarboxamidomethyl)phenyl)-5-oxo-4,5-dihydro-1H-1,2,4-triazol-1-yl)-2-methoxybenzoate). Isolated yield 67.9%. As a reaction SMILES: Cl.[NH2:2][CH2:3][C:4]1[CH:5]=[CH:6][C:7]([Cl:28])=[C:8]([C:10]2[NH:14][C:13](=[O:15])[N:12]([C:16]3[CH:25]=[CH:24][C:19]([C:20]([O:22][CH3:23])=[O:21])=[C:18]([O:26][CH3:27])[CH:17]=3)[N:11]=2)[CH:9]=1.CCN(C(C)C)C(C)C.[CH:38]1([C:41](Cl)=[O:42])[CH2:40][CH2:39]1>C1COCC1>[Cl:28][C:7]1[CH:6]=[CH:5][C:4]([CH2:3][NH:2][C:41]([CH:38]2[CH2:40][CH2:39]2)=[O:42])=[CH:9][C:8]=1[C:10]1[NH:14][C:13](=[O:15])[N:12]([C:16]2[CH:25]=[CH:24][C:19]([C:20]([O:22][CH3:23])=[O:21])=[C:18]([O:26][CH3:27])[CH:17]=2)[N:11]=1 |f:0.1|. Procedure: A solution of methyl 4-(3-(5-(aminomethyl)-2-chlorophenyl)-5-oxo-4,5-dihydro-1H-1,2,4-triazol-1-yl)-2-methoxybenzoate hydrochloride (0.500 g, 1.29 mmol) in THF (20 mL) was added DIPEA (2 mL) and cyclopropyl carbonyl chloride (0.201 g, 1.9 mmol) under nitrogen atmosphere. The reaction mass was stirred at RT for 2-4 h. The reaction mass was quenched in water, extracted with DCM and concentrated to afford 0.400 g of desired product. 1H NMR (300 MHz, DMSO d6): δ 0.69 (m, 4H), 1.60 (s, 1H), 3.79 (s, ...